Dataset: the Open Reaction Database (ORD), a public repository of structured organic reaction records. Task: describe an organic reaction: reactants, conditions, products, and yield Reactants: FC1=C(C=O)C(=CC(=C1)OC)F (2,6-difluoro-4-methoxy benzaldehyde), [N+](=O)(O)[O-] (nitric acid). The solvent is S(O)(O)(=O)=O (sulfuric acid), S(O)(O)(=O)=O (sulfuric acid). Reaction conditions: temperature 0 celsius, time 2 hour. The product is FC1=C(C=O)C(=CC(=C1[N+](=O)[O-])OC)F (2,6-Difluoro-4-methoxy-3-nitro-benzaldehyde). Isolated yield 100.0%. Reaction SMILES: [N+:1]([O-:4])(O)=[O:2].[F:5][C:6]1[CH:13]=[C:12]([O:14][CH3:15])[CH:11]=[C:10]([F:16])[C:7]=1[CH:8]=[O:9]>S(=O)(=O)(O)O>[F:5][C:6]1[C:13]([N+:1]([O-:4])=[O:2])=[C:12]([O:14][CH3:15])[CH:11]=[C:10]([F:16])[C:7]=1[CH:8]=[O:9]. Procedure details: To a solution of cold (−5° C.) nitric acid (2.7 mL) was added concentrated sulfuric acid (1.75 mL, 32 mmoL) dropwise keeping the temperature below 5° C. The solution was added to a cooled solution of 2,6-difluoro-4-methoxy benzaldehyde (5.0 g, 29 mmoL) in sulfuric acid (20 mL) over 15 minutes keeping the temperature below 5° C. After stirring at 0° C. for 2 hours the orange solution was poured on to ice, the white precipitate which formed was collected by filtration to give the title compound as... Reactants: ClC(Cl)Cl, O=S(=O)(O)Cl, CCC(=O)C1=C(O)C(c2ccc(C)cc2)CCC1=O. Product: CCC(=O)C1=C(O)C(c2ccc(C)c(S(=O)(=O)Cl)c2)CCC1=O. RXN SMILES: [CH:25]([Cl:26])([Cl:27])[Cl:28].[Cl:1][S:2](=[O:3])(=[O:4])[OH:5].[OH:6][C:7]1=[C:8]([C:21]([CH2:22][CH3:23])=[O:24])[C:9](=[O:20])[CH2:10][CH2:11][CH:12]1[c:13]1[cH:14][cH:15][c:16]([CH3:19])[cH:17][cH:18]1>>[Cl:1][S:2](=[O:3])(=[O:5])[c:15]1[cH:14][c:13]([CH:12]2[C:7]([OH:6])=[C:8]([C:21]([CH2:22][CH3:23])=[O:24])[C:9](=[O:20])[CH2:10][CH2:11]2)[cH:18][cH:17][c:16]1[CH3:19]. Reactants: Cl[Si](C)(C)C (ClSiMe3), Cl[Sn](Cl)(Cl)Cl (SnCl4), C(C)(=O)NC1=NC(NC=C1)=O (N4 -acetylcytosine), C(C)(=O)O[C@@H]1[C@@H](OC(C2=CC=CC=C2)=O)[C@@H](OC(C2=CC=CC=C2)=O)[C@@H](O1)COC(C1=CC=CC=C1)=O (1-O-Acetyl-2,3,5-tri-O-benzoyl-β-L-ribose), C[Si](C)(C)N[Si](C)(C)C (HMDS). The solvent is CC#N (MeCN). The product is C(C1=CC=CC=C1)(=O)O[C@@H]1[C@H](O[C@H]([C@@H]1OC(C1=CC=CC=C1)=O)COC(C1=CC=CC=C1)=O)N1C(=O)N=C(NC(C)=O)C=C1 (1-(2,3,5-Tri-O-benzoyl-β-L-ribofuranosyl)-N4 -acetylcytosine). Yield: 69.3%. As a reaction SMILES: [C:1]([NH:4][C:5]1[CH:10]=[CH:9][NH:8][C:7](=[O:11])[N:6]=1)(=[O:3])[CH3:2].C(O[C@H:16]1[O:38][C@@H:37]([CH2:39][O:40][C:41](=[O:48])[C:42]2[CH:47]=[CH:46][CH:45]=[CH:44][CH:43]=2)[C@H:27]([O:28][C:29](=[O:36])[C:30]2[CH:35]=[CH:34][CH:33]=[CH:32][CH:31]=2)[C@@H:17]1[O:18][C:19](=[O:26])[C:20]1[CH:25]=[CH:24][CH:23]=[CH:22][CH:21]=1)(=O)C.C[Si](N[Si](C)(C)C)(C)C.Cl[Si](C)(C)C.Cl[Sn](Cl)(Cl)Cl>CC#N>[C:19]([O:18][C@H:17]1[C@@H:27]([O:28][C:29](=[O:36])[C:30]2[CH:35]=[CH:34][CH:33]=[CH:32][CH:31]=2)[C@H:37]([CH2:39][O:40][C:41](=[O:48])[C:42]2[CH:43]=[CH:44][CH:45]=[CH:46][CH:47]=2)[O:38][C@@H:16]1[N:8]1[CH:9]=[CH:10][C:5]([NH:4][C:1](=[O:3])[CH3:2])=[N:6][C:7]1=[O:11])(=[O:26])[C:20]1[CH:25]=[CH:24][CH:23]=[CH:22][CH:21]=1. Procedure: To a mixture of N4 -acetylcytosine (0.18 g, 1.19 mmol) and compound 2 (0.50 g, 0.99 mmol) in anhydrous MeCN (30 ml) were successively added HMDS (0.17 ml, 0.79 mmol), ClSiMe3 (0.10 ml, 0.79 mmol) and SnCl4 (0.14 ml, 1.19 mmol). The resulting clear solution was refluxed for one hour. Then the solvent was evaporated and the residue dissolved in EtOAc (100 ml), washed with NaHCO3 and H2O. After evaporation of the solvent the residue was purified on a silica gel column using EtOAc/petroleum ether (7...